From a dataset of the Open Reaction Database (ORD), a public repository of structured organic reaction records. describe an organic reaction: reactants, conditions, products, and yield Product: COC(=O)C(N)Cc1ccc([N+](=O)[O-])cc1. Starting materials: CO, ClC(Cl)Cl, NC(Cc1ccc([N+](=O)[O-])cc1)C(=O)O, O=S(=O)(O)O. RXN SMILES: [CH3:16][OH:17].[CH:23]([Cl:24])([Cl:25])[Cl:26].[NH2:1][CH:2]([C:3](=[O:4])[OH:5])[CH2:6][c:7]1[cH:8][cH:9][c:10]([N+:13](=[O:14])[O-:15])[cH:11][cH:12]1.[S:18](=[O:19])(=[O:20])([OH:21])[OH:22]>>[NH2:1][CH:2]([C:3](=[O:4])[O:5][CH3:16])[CH2:6][c:7]1[cH:8][cH:9][c:10]([N+:13](=[O:14])[O-:15])[cH:11][cH:12]1. The reactants are FC=1C(=CC2=C(N=C(S2)C2=C(NN=C2C)N)C1)OC (4-(5-Fluoro-6-methoxybenzothiazol-2-yl)-5-methyl-2H-pyrazol-3-ylamine), S(=O)(=O)(Cl)Cl (sulfuryl chloride). Product: ClC1=C(C(=CC=2N=C(SC21)C=2C(=NNC2C)N)F)OC (4-(7-Chloro-5-fluoro-6-methoxybenzothiazol-2-yl)-5-methyl-1H-pyrazol-3-ylamine). Isolated yield 62.0%. RXN SMILES: [F:1][C:2]1[C:3]([O:18][CH3:19])=[CH:4][C:5]2[S:9][C:8]([C:10]3[C:14]([CH3:15])=[N:13][NH:12][C:11]=3[NH2:16])=[N:7][C:6]=2[CH:17]=1.S(Cl)([Cl:23])(=O)=O>>[Cl:23][C:4]1[C:5]2[S:9][C:8]([C:10]3[C:11]([NH2:16])=[N:12][NH:13][C:14]=3[CH3:15])=[N:7][C:6]=2[CH:17]=[C:2]([F:1])[C:3]=1[O:18][CH3:19]. Procedure details: 4-(5-Fluoro-6-methoxybenzothiazol-2-yl)-5-methyl-2H-pyrazol-3-ylamine (596 mg; 2.14 mmol) was mixed with 4 mL of sulfuryl chloride. The reaction was stirred at room temperature for several hours and then the reaction was quenched by the addition of water. The resulting precipitate was isolated by filtration to yield 417 mg (62%) of the title compound. MS (m/z, ES+): 364.2 (M+1, 100%). Starting materials: BrCCC1OCCO1 (2-(2-Bromoethyl)-1,3-dioxolane), [Cl-].[NH4+] (ammonium chloride), [Cl-].[Mg+2].[Cl-] (magnesium chloride), COC=1C=C(C(=O)Cl)C=CC1OC (3,4-dimethoxybenzoyl chloride), [Mg] (magnesium). Reagents/catalysts: [Cu]Br (copper(I) bromide). Solvent: O1CCCC1 (tetrahydrofuran), O (water), O1CCCC1 (tetrahydrofuran), CCCCCC (n-hexane), C(Cl)Cl (methylene chloride). Reaction conditions: time 30 minute. Yields the product O1C(OCC1)CCC(=O)C1=CC(=C(C=C1)OC)OC (3-(1,3-dioxolan-2-yl)-3',4'-dimethoxypropiophenone). Isolated yield 34.0%. As a reaction SMILES: Br[CH2:2][CH2:3][CH:4]1[O:8][CH2:7][CH2:6][O:5]1.[Mg].[Cl-].[Mg+2].[Cl-].[CH3:13][O:14][C:15]1[CH:16]=[C:17]([CH:21]=[CH:22][C:23]=1[O:24][CH3:25])[C:18](Cl)=[O:19].[Cl-].[NH4+]>O1CCCC1.CCCCCC.C(Cl)Cl.[Cu]Br.O>[O:5]1[CH2:6][CH2:7][O:8][CH:4]1[CH2:3][CH2:2][C:18]([C:17]1[CH:21]=[CH:22][C:23]([O:24][CH3:25])=[C:15]([O:14][CH3:13])[CH:16]=1)=[O:19] |f:2.3.4,6.7|. Reported procedure: 2-(2-Bromoethyl)-1,3-dioxolane (38 ml) was added dropwise within 15 minutes under argon and while stirring at a maximum 30° C. to a suspension of Rieke magnesium, prepared from 43.5 g of magnesium chloride, in 1300 ml of absolute tetrahydrofuran. The suspension was stirred at room temperature for 30 minutes, cooled to 0° C. and, after the addition of 42.2 g of copper(I) bromide, stirred at 0° C. for 15 minutes. After cooling to -70° C. 50.0 g of 3,4-dimethoxybenzoyl chloride in 200 ml of absolut... The reactants are Cl.O1CCOCC1 (HCl dioxane), N1CCC(CC1)NC(OC(C)(C)C)=O (tert-Butyl piperidin-4-ylcarbamate), CCN(C(C)C)C(C)C (DIEA), ClC1=NC(=CC(=C1)C=1N=NN(N1)C)Cl (2,6-dichloro-4-(2-methyl-2H-tetrazol-5-yl)-pyridine). The solvent is CN1CCCC1=O (NMP), CCOC(=O)C (EtOAc). Product: ClC1=CC(=CC(=N1)N1CCC(CC1)NC)C1=NN=NN1C (1-[6-Chloro-4-(1-methyl-1H-tetrazol-5-yl)pyridin-2-yl]-N-methylpiperidin-4-amine). Reaction SMILES: [NH:1]1[CH2:6][CH2:5][CH:4]([NH:7][C:8](=O)OC(C)(C)C)[CH2:3][CH2:2]1.[CH3:15]CN(C(C)C)C(C)C.[Cl:24][C:25]1[CH:30]=[C:29]([C:31]2[N:32]=[N:33][N:34](C)[N:35]=2)[CH:28]=[C:27](Cl)[N:26]=1.Cl.O1CCOCC1>CN1C(=O)CCC1.CCOC(C)=O>[Cl:24][C:25]1[N:26]=[C:27]([N:1]2[CH2:2][CH2:3][CH:4]([NH:7][CH3:8])[CH2:5][CH2:6]2)[CH:28]=[C:29]([C:31]2[N:32]([CH3:15])[N:33]=[N:34][N:35]=2)[CH:30]=1 |f:3.4|. Reported procedure: tert-Butyl piperidin-4-ylcarbamate (87 mg, 0.44 mmol) and DIEA (76 μl, 0.44 mmol) were added to a solution of 2,6-dichloro-4-(2-methyl-2H-tetrazol-5-yl)-pyridine (100 mg, 0.44 mmol) in anhydrous NMP (2 ml). Using a Smith Microwave Synthesizer, the mixture was subjected to single-mode microwave at 150° C. for 15 minutes, diluted with EtOAc (25 ml) and washed with water (4×25 ml). The organic phase was dried over Na2SO4 and concentrated in vacuo to give a brown solid. This sample was treated with ...